Dataset: the Open Reaction Database (ORD), a public repository of structured organic reaction records. Task: describe an organic reaction: reactants, conditions, products, and yield Reactants: ClC1=CC(=C(C=C1)O)F (4-chloro-2-fluorophenol), BrCC1CC[Si](CC1)(C1=CC=CC=C1)CCCCCCC (4-bromomethyl-1-n-heptyl-1-phenyl-1-silacyclohexane). Yields the product ClC1=CC(=C(C=C1)OC[C@@H]1CC[Si@H](CC1)CCCCCCC)F (trans-4-(4-chloro-2-fluorophenyloxymethyl)-1-n-heptyl-1-silacyclohexane). RXN SMILES: [Cl:1][C:2]1[CH:7]=[CH:6][C:5]([OH:8])=[C:4]([F:9])[CH:3]=1.Br[CH2:11][CH:12]1[CH2:17][CH2:16][Si:15]([CH2:24][CH2:25][CH2:26][CH2:27][CH2:28][CH2:29][CH3:30])(C2C=CC=CC=2)[CH2:14][CH2:13]1>>[Cl:1][C:2]1[CH:7]=[CH:6][C:5]([O:8][CH2:11][C@H:12]2[CH2:17][CH2:16][Si@H:15]([CH2:24][CH2:25][CH2:26][CH2:27][CH2:28][CH2:29][CH3:30])[CH2:14][CH2:13]2)=[C:4]([F:9])[CH:3]=1. Reported procedure: The general procedure of Example 9 was repeated using 4-chloro-2-fluorophenol and 4-bromomethyl-1-n-heptyl-1-phenyl-1-silacyclohexane, thereby obtaining the intended compound. Reactants: C(C)(C)C=1NC=CN1 (2-isopropylimidazole), [H-].[Na+] (sodium hydride), ClC=1N=C(C2=C(N1)C=C(S2)CN2CCN(CC2)S(=O)(=O)C)N2CCOCC2 (2-chloro-6-(4-methanesulfonyl-piperazin-1-ylmethyl)-4-morpholin-4-yl-thieno[3,2-d]pyrimidine). The solvent is C(C)(=O)OCC (ethyl acetate), CN(C=O)C (N,N-dimethylformamide). Reaction conditions: temperature 120 celsius, time 30 minute. Product: C(C)(C)C=1N(C=CN1)C=1N=C(C2=C(N1)C=C(S2)CN2CCNCC2)N2CCOCC2 (2-(2-isopropyl-1H-imidazol-1-yl)-4-morpholino-6-((piperazin-1-yl)methyl)thieno[3,2-d]pyrimidine). Reaction SMILES: [CH:1]([C:4]1[NH:5][CH:6]=[CH:7][N:8]=1)([CH3:3])[CH3:2].[H-].[Na+].Cl[C:12]1[N:13]=[C:14]([N:32]2[CH2:37][CH2:36][O:35][CH2:34][CH2:33]2)[C:15]2[S:20][C:19]([CH2:21][N:22]3[CH2:27][CH2:26][N:25](S(C)(=O)=O)[CH2:24][CH2:23]3)=[CH:18][C:16]=2[N:17]=1>CN(C)C=O.C(OCC)(=O)C>[CH:1]([C:4]1[N:5]([C:12]2[N:13]=[C:14]([N:32]3[CH2:33][CH2:34][O:35][CH2:36][CH2:37]3)[C:15]3[S:20][C:19]([CH2:21][N:22]4[CH2:27][CH2:26][NH:25][CH2:24][CH2:23]4)=[CH:18][C:16]=3[N:17]=2)[CH:6]=[CH:7][N:8]=1)([CH3:3])[CH3:2] |f:1.2|. Procedure details: To 2-isopropylimidazole (28 mg) in dry N,N-dimethylformamide (1 ml) was added sodium hydride (10 mg, 60% dispersion in mineral oil). After 30 minutes, 2-chloro-6-(4-methanesulfonyl-piperazin-1-ylmethyl)-4-morpholin-4-yl-thieno[3,2-d]pyrimidine, prepared via General Procedure B-3, was added and the reaction mixture was heated in the microwave for 45 minutes at 120° C. The reaction mixture was diluted with ethyl acetate, washed with water, dried (MgSO4) and the solvent removed in vacuo and the res... Starting materials: CCCCO, COC(=O)C1CCC(Oc2cccc(C)n2)CC1, NN, O. The product is Cc1cccc(OC2CCC(C(=O)NN)CC2)n1. RXN SMILES: [CH2:22]([OH:23])[CH2:24][CH2:25][CH3:26].[CH3:1][O:2][C:3](=[O:4])[CH:5]1[CH2:6][CH2:7][CH:8]([O:11][c:12]2[n:13][c:14]([CH3:18])[cH:15][cH:16][cH:17]2)[CH2:9][CH2:10]1.[NH2:20][NH2:21].[OH2:19]>>[O:2]=[C:3]([CH:5]1[CH2:6][CH2:7][CH:8]([O:11][c:12]2[n:13][c:14]([CH3:18])[cH:15][cH:16][cH:17]2)[CH2:9][CH2:10]1)[NH:20][NH2:21]. Starting materials: N[C@@H](CC1=CC=CC=C1)C(=O)O (Phenylalanine). Reagents/catalysts: Cl[Ru](Cl)([P](C1CCCCC1)(C2CCCCC2)C3CCCCC3)([P](C4CCCCC4)(C5CCCCC5)C6CCCCC6)=CC7=CC=CC=C7 (Grubbs Catalyst). Run in C(Cl)Cl (CH2Cl2). Yields the product N[C@@H](CC(C)C)C(=O)O (Leucine). Yield: 222.7%. RXN SMILES: [NH2:1][C@H:2]([C:10]([OH:12])=[O:11])[CH2:3][C:4]1[CH:9]=CC=C[CH:5]=1>Cl[Ru](=CC1C=CC=CC=1)([P](C1CCCCC1)(C1CCCCC1)C1CCCCC1)([P](C1CCCCC1)(C1CCCCC1)C1CCCCC1)Cl.C(Cl)Cl>[NH2:1][C@H:2]([C:10]([OH:12])=[O:11])[CH2:3][CH:4]([CH3:9])[CH3:5] |^1:21,40|. Reported procedure: A solution of compound (16) (211 mg, 0.64 mmol) and CH2Cl2 (20 mL) was purged with argon gas for 10 minutes. Grubbs Catalyst 1 (1.6 mg, 19.2 μmol) was added and the reaction was heated to reflux and monitored by TLC. The reaction was concentrated under reduced pressure and subjected to flash chromatography (2:1 Hexanes/EtOAc) to afford 187 mg (98%) of (17a) as a separable mixture of two diastereomers (17a, and 17a), both as colorless oils. Yield: 62.4%. The reactants are CC=1C=CC(=NC1)OC=1C=C(CP(OCC)(OCC)=O)C=CC1 (Diethyl 3-(5-methylpyridin-2-yloxy)benzylphosphonate), C(C)(C)(C)OC(=O)N1CCC(CC1)=O (4-oxo-piperidine-1-carboxylic acid tert-butyl ester), [H-].[Na+] (Sodium hydride), O (water). As a reaction SMILES: [CH3:1][C:2]1[CH:3]=[CH:4][C:5]([O:8][C:9]2[CH:10]=[C:11]([CH:21]=[CH:22][CH:23]=2)[CH2:12]P(=O)(OCC)OCC)=[N:6][CH:7]=1.[H-].[Na+].[C:26]([O:30][C:31]([N:33]1[CH2:38][CH2:37][C:36](=O)[CH2:35][CH2:34]1)=[O:32])([CH3:29])([CH3:28])[CH3:27].O>C1COCC1.O1CCOCCOCCOCCOCC1>[CH3:1][C:2]1[CH:3]=[CH:4][C:5]([O:8][C:9]2[CH:10]=[C:11]([CH:21]=[CH:22][CH:23]=2)[CH:12]=[C:36]2[CH2:37][CH2:38][N:33]([C:31]([O:30][C:26]([CH3:29])([CH3:28])[CH3:27])=[O:32])[CH2:34][CH2:35]2)=[N:6][CH:7]=1 |f:1.2|. Product: CC=1C=CC(=NC1)OC=1C=C(C=C2CCN(CC2)C(=O)OC(C)(C)C)C=CC1 (tert-Butyl 4-(3-(5-methylpyridin-2-yloxy)benzylidene)piperidine-1-carboxylate). Procedure details: Diethyl 3-(5-methylpyridin-2-yloxy)benzylphosphonate (1.75 g, 5.22 mmol) from Step 3 and 1,4,7,10,13-pentaoxacyclopentadecane (15-Crown-5, 0.02 mL, 0.10 mmol) were combined in THF (5 mL). Sodium hydride (230 mg, 60% dispersion in mineral oil, 5.74 mmol) was added. The reaction was stirred for 30 min and then a solution of 4-oxo-piperidine-1-carboxylic acid tert-butyl ester (1.14 g, 5.74 mmol) in THF (5 mL) was added. After 16 h, water was added and the layers were separated. The aqueous layer wa... The reagents and catalysts are O1CCOCCOCCOCCOCC1 (1,4,7,10,13-pentaoxacyclopentadecane). Reaction conditions: time 30 minute. Run in C1CCOC1 (THF), C1CCOC1 (THF).